This data is from the Open Reaction Database (ORD), a public repository of structured organic reaction records. The task is: describe an organic reaction: reactants, conditions, products, and yield Yields the product CC(=O)Nc1ccc(-c2cnc3c(NC4CC4)nccn23)cc1. RXN SMILES: [Br:1][c:2]1[cH:3][n:4][c:5]2[n:6]1[cH:7][cH:8][n:9][c:10]2[NH:11][CH:12]1[CH2:13][CH2:14]1.[CH3:15][C:16]1([CH3:17])[C:18]([CH3:19])([CH3:20])[O:21][B:22]([c:23]2[cH:24][cH:25][c:26]([NH:29][C:30]([CH3:31])=[O:32])[cH:27][cH:28]2)[O:33]1>>[c:2]1(-[c:23]2[cH:24][cH:25][c:26]([NH:29][C:30]([CH3:31])=[O:32])[cH:27][cH:28]2)[cH:3][n:4][c:5]2[n:6]1[cH:7][cH:8][n:9][c:10]2[NH:11][CH:12]1[CH2:13][CH2:14]1. Starting materials: Brc1cnc2c(NC3CC3)nccn12, CC(=O)Nc1ccc(B2OC(C)(C)C(C)(C)O2)cc1. Starting materials: BrC=1C=C2C(=C(C=NC2=CC1F)[N+](=O)[O-])NC1(CCOCC1)C (6-Bromo-7-fluoro-N-(4-methyloxan-4-yl)-3-nitroquinolin-4 amine). Reagents/catalysts: [Fe] (iron). The solvent is C(C)(=O)O (acetic acid). Reaction conditions: temperature 60 celsius. Product: BrC=1C=C2C(=C(C=NC2=CC1F)N)NC1(CCOCC1)C (6-Bromo-7-fluoro-N′-(4-methyloxan-4-yl)quinoline-3,4-diamine). The yield is 98.3%. RXN SMILES: [Br:1][C:2]1[CH:3]=[C:4]2[C:9](=[CH:10][C:11]=1[F:12])[N:8]=[CH:7][C:6]([N+:13]([O-])=O)=[C:5]2[NH:16][C:17]1([CH3:23])[CH2:22][CH2:21][O:20][CH2:19][CH2:18]1>C(O)(=O)C.[Fe]>[Br:1][C:2]1[CH:3]=[C:4]2[C:9](=[CH:10][C:11]=1[F:12])[N:8]=[CH:7][C:6]([NH2:13])=[C:5]2[NH:16][C:17]1([CH3:23])[CH2:22][CH2:21][O:20][CH2:19][CH2:18]1. Procedure details: 6-Bromo-7-fluoro-N-(4-methyloxan-4-yl)-3-nitroquinolin-4 amine (1.215 g, 3.16 mmol) was added to iron powder (1.8 g) in acetic acid (15 mL). The mixture was stirred and heated gently with a hot air gun (approximately 60° C.) to initiate reaction. The heat source was removed and the resulting mixture was stirred for 1 h. The reaction mixture was diluted with water and the solids removed by filtration and discarded. The filtrate was concentrated in vacuo, diluted with water and extracted with EtOA... The reactants are CC(C)(C)[O-].[K+] (potassium tert-butylate), C(#N)C1=CC=C2C=CNC2=C1 (6-cyanoindole), CC1=C(C=CC=C1)S(=O)(=O)OCC1CN(CC1)C(=O)OC(C)(C)C (tert-butyl 3-[(methylphenyl)sulphonyloxymethyl]-1-pyrrolidinecarboxylate). The solvent is O1CCCC1 (tetrahydrofuran), O1CCCC1 (tetrahydrofuran). Run at time 10 minute. Product: C(#N)C1=CC=C2C=CN(C2=C1)CC1CN(CC1)C(=O)OC(C)(C)C (Tert-butyl 3-[(6-cyano-1H-indol-1-yl)methyl]-1-pyrrolidinecarboxylate). Reaction SMILES: CC([O-])(C)C.[K+].[C:7]([C:9]1[CH:17]=[C:16]2[C:12]([CH:13]=[CH:14][NH:15]2)=[CH:11][CH:10]=1)#[N:8].CC1C=CC=CC=1S(O[CH2:29][CH:30]1[CH2:34][CH2:33][N:32]([C:35]([O:37][C:38]([CH3:41])([CH3:40])[CH3:39])=[O:36])[CH2:31]1)(=O)=O>O1CCCC1>[C:7]([C:9]1[CH:17]=[C:16]2[C:12]([CH:13]=[CH:14][N:15]2[CH2:29][CH:30]2[CH2:34][CH2:33][N:32]([C:35]([O:37][C:38]([CH3:39])([CH3:41])[CH3:40])=[O:36])[CH2:31]2)=[CH:11][CH:10]=1)#[N:8] |f:0.1|. Procedure details: 77 mmol of potassium tert-butylate are added to a solution of 70 mmol of 6-cyanoindole in 400 ml of tetrahydrofuran. After 10 minutes' stirring at room temperature, 70 mmol of tert-butyl 3-[(methylphenyl)sulphonyloxymethyl]-1-pyrrolidinecarboxylate in 60 ml of tetrahydrofuran are added. The reaction mixture is heated at reflux for 12 hours. After cooling and dilution with water, the solvent is removed by evaporation. The residue is extracted with dichloromethane and the organic phase is washed w... Reactants: O=[N+]([O-])c1ccc(Cl)cc1F, ClCCl, CCOC(=O)N1CCC(N)CC1, CN(C)C=O. Yields the product CCOC(=O)N1CCC(Nc2cc(Cl)ccc2[N+](=O)[O-])CC1. RXN SMILES: [Cl:1][c:2]1[cH:3][c:4]([F:11])[c:5]([N+:8](=[O:9])[O-:10])[cH:6][cH:7]1.[Cl:29][CH2:30][Cl:31].[NH2:12][CH:13]1[CH2:14][CH2:15][N:16]([C:19](=[O:20])[O:21][CH2:22][CH3:23])[CH2:17][CH2:18]1.[O:24]=[CH:25][N:26]([CH3:27])[CH3:28]>>[Cl:1][c:2]1[cH:3][c:4]([NH:12][CH:13]2[CH2:14][CH2:15][N:16]([C:19](=[O:20])[O:21][CH2:22][CH3:23])[CH2:17][CH2:18]2)[c:5]([N+:8](=[O:9])[O-:10])[cH:6][cH:7]1.